This data is from the Open Reaction Database (ORD), a public repository of structured organic reaction records. The task is: describe an organic reaction: reactants, conditions, products, and yield Starting materials: FC=1C=C2C=C(C(C2=CC1)CC1=CC=C(C=C1)SC)C (5-fluoro-2-methyl-1-(p-methylthiobenzyl)-indene), C(Cl)(Cl)Cl (chloroform), OO (hydrogen peroxide). Run in C(C)(=O)O (acetic acid). Run at time 1 hour. Yields the product FC=1C=C2C=C(C(C2=CC1)CC1=CC=C(C=C1)S(=O)C)C (5-fluoro-2-methyl-1-(p-methylsulfinylbenzyl)-indene). As a reaction SMILES: [F:1][C:2]1[CH:3]=[C:4]2[C:8](=[CH:9][CH:10]=1)[CH:7]([CH2:11][C:12]1[CH:17]=[CH:16][C:15]([S:18][CH3:19])=[CH:14][CH:13]=1)[C:6]([CH3:20])=[CH:5]2.C(Cl)(Cl)Cl.[OH:25]O>C(O)(=O)C>[F:1][C:2]1[CH:3]=[C:4]2[C:8](=[CH:9][CH:10]=1)[CH:7]([CH2:11][C:12]1[CH:13]=[CH:14][C:15]([S:18]([CH3:19])=[O:25])=[CH:16][CH:17]=1)[C:6]([CH3:20])=[CH:5]2. Procedure: 500 mg. (1.755 mm) of 5-fluoro-2-methyl-1-(p-methylthiobenzyl)-indene is dissolved in 5 ml. of chloroform. To this solution is added 30% hydrogen peroxide (equivalent to 2.645 mm). The reaction mixture is aged for one hour at room temperature followed by the addition of 5 ml. of glacial acetic acid and aged for an additional hour. The reaction mixture is then diluted with 25 ml. of 1:1 benzene-ether and extracted with 6 × 25 ml. of 3% aqueous sodium chloride. The solution is then dried over sodi... Starting materials: NC[C@H]1CN(CC1)C[C@@H](O)C1=CC=NC2=CC=C(N=C12)OC ((1S)-2-[(3S)-3-(aminomethyl)-1-pyrrolidinyl]-1-[6-(methyloxy)-1,5-naphthyridin-4-yl]ethanol), O=C1NC2=C(SC1)C=CC(=N2)C=O (3-oxo-3,4-dihydro-2H-pyrido[3,2-b][1,4]thiazine-6-carbaldehyde), [BH4-].[Na+] (NaBH4). The solvent is C(Cl)Cl (CH2Cl2), CCO (EtOH). Reaction conditions: time 24 hour. Product: O[C@H](CN1C[C@@H](CC1)CNCC=1C=CC=2SCC(NC2N1)=O)C1=CC=NC2=CC=C(N=C12)OC (6-({[((3S)-1-{(2S)-2-hydroxy-2-[6-(methyloxy)-1,5-naphthyridin-4-yl]ethyl}-3-pyrrolidinyl)methyl]amino}methyl)-2H-pyrido[3,2-b][1,4]thiazin-3(4H)-one). Yield: 52.9%. Reaction SMILES: [NH2:1][CH2:2][C@@H:3]1[CH2:7][CH2:6][N:5]([CH2:8][C@H:9]([C:11]2[C:20]3[C:15](=[CH:16][CH:17]=[C:18]([O:21][CH3:22])[N:19]=3)[N:14]=[CH:13][CH:12]=2)[OH:10])[CH2:4]1.[O:23]=[C:24]1[CH2:29][S:28][C:27]2[CH:30]=[CH:31][C:32]([CH:34]=O)=[N:33][C:26]=2[NH:25]1.[BH4-].[Na+]>C(Cl)Cl.CCO>[OH:10][C@@H:9]([C:11]1[C:20]2[C:15](=[CH:16][CH:17]=[C:18]([O:21][CH3:22])[N:19]=2)[N:14]=[CH:13][CH:12]=1)[CH2:8][N:5]1[CH2:6][CH2:7][C@@H:3]([CH2:2][NH:1][CH2:34][C:32]2[CH:31]=[CH:30][C:27]3[S:28][CH2:29][C:24](=[O:23])[NH:25][C:26]=3[N:33]=2)[CH2:4]1 |f:2.3|. Reported procedure: To a stirred solution of (1S)-2-[(3S)-3-(aminomethyl)-1-pyrrolidinyl]-1-[6-(methyloxy)-1,5-naphthyridin-4-yl]ethanol (72 mg, 0.24 mmole) in dry CH2Cl2 (25 mL) and dry EtOH (20 mL) at RT was added 3-oxo-3,4-dihydro-2H-pyrido[3,2-b][1,4]thiazine-6-carbaldehyde (47 mg, 0.24 mmole). After 24 h at RT, was added NaBH4 (10 mg, 0.26 mmole). After 2 h, silica gel (5 g) was added to the reaction solution and the suspension was concentrated under vacuum to a dry solid. Purification on silica (CHCl3/MeOH, 9... The reactants are O (water), C(C)(C)N(CC)C(C)C (Diisopropylethylamine), COCCl (chloromethyl methyl ether), ClC1=C(C=CC(=C1)CC(=O)OC)C1=CC=C(C=C1)O (methyl (2-chloro-4′-hydroxy-1,1′-biphenyl-4-yl)acetate). Solvent: C(Cl)Cl (methylene chloride). Reaction conditions: time 3 hour. Yields the product ClC1=C(C=CC(=C1)CC(=O)OC)C1=CC=C(C=C1)OCOC (methyl [2-chloro-4′-(methoxymethoxy)-1,1′-biphenyl-4-yl]acetate). Reaction SMILES: C(N(C(C)C)CC)(C)C.[CH3:10][O:11][CH2:12]Cl.[Cl:14][C:15]1[CH:20]=[C:19]([CH2:21][C:22]([O:24][CH3:25])=[O:23])[CH:18]=[CH:17][C:16]=1[C:26]1[CH:31]=[CH:30][C:29]([OH:32])=[CH:28][CH:27]=1.O>C(Cl)Cl>[Cl:14][C:15]1[CH:20]=[C:19]([CH2:21][C:22]([O:24][CH3:25])=[O:23])[CH:18]=[CH:17][C:16]=1[C:26]1[CH:31]=[CH:30][C:29]([O:32][CH2:12][O:11][CH3:10])=[CH:28][CH:27]=1. Reported procedure: Diisopropylethylamine (936 μl, 5.37 mmol) and chloromethyl methyl ether (303 μl, 4.02 mmol) were successively added to a solution of methyl (2-chloro-4′-hydroxy-1,1′-biphenyl-4-yl)acetate (650 mg, 2.68 mmol) obtained in Example (23-3) in methylene chloride (10 ml) under ice-cooling, and the mixture was stirred for 3 hours. After the reaction mixture was poured into water and the mixture was extracted with ethyl acetate, the organic layer was successively washed with water and a saturated aqueous... Starting materials: CCOP(=O)(CC#N)OCC, CCOC(C)=O, [Cl-], Cn1cc2c3c(c(F)cc2n1)CCC3=O, [H-], [NH4+], [Na+], C1CCOC1. Product: Cn1cc2c3c(c(F)cc2n1)CCC3=CC#N. RXN SMILES: [C:3](#[N:4])[CH2:5][P:6](=[O:7])([O:8][CH2:9][CH3:10])[O:11][CH2:12][CH3:13].[CH3:36][CH2:37][O:38][C:39](=[O:40])[CH3:41].[Cl-:29].[F:14][c:15]1[c:16]2[c:17]([c:18]3[cH:19][n:20]([CH3:24])[n:21][c:22]3[cH:23]1)[C:25](=[O:28])[CH2:26][CH2:27]2.[H-:1].[NH4+:30].[Na+:2].[O:31]1[CH2:32][CH2:33][CH2:34][CH2:35]1>>[C:3](#[N:4])[CH:5]=[C:25]1[c:17]2[c:16]([c:15]([F:14])[cH:23][c:22]3[c:18]2[cH:19][n:20]([CH3:24])[n:21]3)[CH2:27][CH2:26]1. The reactants are O=CC(O)C(O)C(O)C(O)CO, O=CC(O)C(O)C(O)C(O)CO. Product: OCC(O)C(O)C(O)C(O)CO. As a reaction SMILES: [O:13]=[CH:14][CH:15]([CH:16]([CH:17]([CH:18]([CH2:19][OH:20])[OH:21])[OH:22])[OH:23])[OH:24].[O:1]=[CH:2][CH:3]([OH:4])[CH:5]([OH:6])[CH:7]([OH:8])[CH:9]([OH:10])[CH2:11][OH:12]>>[OH:1][CH2:2][CH:3]([OH:4])[CH:5]([OH:6])[CH:7]([OH:8])[CH:9]([OH:10])[CH2:11][OH:12]. Reactants: CO, COc1ccc(C2(C#Cc3cccc(C(=O)O)c3)CCC3(CC2)OCCO3)cc1OC1CCCC1, Cl, C1CCOC1. Yields the product COc1ccc(C2(C#Cc3cccc(C(=O)O)c3)CCC(=O)CC2)cc1OC1CCCC1. Reaction SMILES: [CH3:37][OH:38].[CH:1]1([O:6][c:7]2[cH:8][c:9]([C:15]3([C:25]#[C:26][c:27]4[cH:28][c:29]([C:33](=[O:34])[OH:35])[cH:30][cH:31][cH:32]4)[CH2:16][CH2:17][C:18]4([CH2:19][CH2:20]3)[O:21][CH2:24][CH2:23][O:22]4)[cH:10][cH:11][c:12]2[O:13][CH3:14])[CH2:2][CH2:3][CH2:4][CH2:5]1.[ClH:36].[O:39]1[CH2:40][CH2:41][CH2:42][CH2:43]1>>[CH:1]1([O:6][c:7]2[cH:8][c:9]([C:15]3([C:25]#[C:26][c:27]4[cH:28][c:29]([C:33](=[O:34])[OH:35])[cH:30][cH:31][cH:32]4)[CH2:16][CH2:17][C:18](=[O:21])[CH2:19][CH2:20]3)[cH:10][cH:11][c:12]2[O:13][CH3:14])[CH2:2][CH2:3][CH2:4][CH2:5]1. Reactants: N1(C=NC=C1)CC(=[N+](C)[O-])C1=CC2=CC=CC=C2C=C1 (2-(1H-Imidazol-1-yl)-N-methyl-1-(2-naphthalenyl)ethanimine N-oxide), C1(=CC=CC=C1)\C=C\C=C (trans-1-phenyl-1,3-butadiene). The solvent is C1(=CC=CC=C1)C (toluene). Run at temperature 85 celsius, time 72 hour. Yields the product N1(C=NC=C1)CC1(N(OC(C1)\C=C\C1=CC=CC=C1)C)C1=CC2=CC=CC=C2C=C1 (3-(1H-Imidazol-1-ylmethyl)-2-methyl-3-(2-naphthalenyl)-5-(2-trans-phenylethenyl)isoxazolidine). Reaction SMILES: [N:1]1([CH2:6][C:7]([C:11]2[CH:20]=[CH:19][C:18]3[C:13](=[CH:14][CH:15]=[CH:16][CH:17]=3)[CH:12]=2)=[N+:8]([O-:10])[CH3:9])[CH:5]=[CH:4][N:3]=[CH:2]1.[C:21]1(/[CH:27]=[CH:28]/[CH:29]=[CH2:30])[CH:26]=[CH:25][CH:24]=[CH:23][CH:22]=1>C1(C)C=CC=CC=1>[N:1]1([CH2:6][C:7]2([C:11]3[CH:20]=[CH:19][C:18]4[C:13](=[CH:14][CH:15]=[CH:16][CH:17]=4)[CH:12]=3)[CH2:30][CH:29](/[CH:28]=[CH:27]/[C:21]3[CH:26]=[CH:25][CH:24]=[CH:23][CH:22]=3)[O:10][N:8]2[CH3:9])[CH:5]=[CH:4][N:3]=[CH:2]1. Procedure details: A mixture of compound 2 (11.02 g, 0.042 mol) and trans-1-phenyl-1,3-butadiene (8.0 g, 0.062 mol) in 500 ml of toluene is heated to 85° C. and held there for 72 hours, cooled and evaporated to dryness. The oil that remained is purified by flash chromatography on silica gel (eluent comprised of 98% CHCl3 and 2% MeOH by volume). The resulting semisolid is dissolved in chloroform, decolorized with carbon, and filtered through a bed of celite. The solvent is evaporated and the resulting tan solid rec...